From a dataset of the Open Reaction Database (ORD), a public repository of structured organic reaction records. describe an organic reaction: reactants, conditions, products, and yield Reactants: C(C1=CC=CC=C1)(=O)OC1(C(N(C2=CC=C(C=C12)C)CC)=O)CC1=CC(=C(C(=C1)OC)OC)OC (1-ethyl-5-methyl-2-oxo-3-(3,4,5-trimethoxybenzyl)indolin-3-yl benzoate), C(C)(=O)O (acetic acid), O (water), [OH-].[K+] (KOH). Solvent: CO (methanol). Run at temperature 130 celsius. Yields the product C(C)N1C(C(C2=CC(=CC=C12)C)(CC1=CC(=C(C(=C1)OC)OC)OC)O)=O (1-ethyl-3-hydroxy-5-methyl-3-(3,4,5-trimethoxybenzyl)indolin-2-one). The yield is 85.0%. Reaction SMILES: C([O:9][C:10]1([CH2:23][C:24]2[CH:29]=[C:28]([O:30][CH3:31])[C:27]([O:32][CH3:33])=[C:26]([O:34][CH3:35])[CH:25]=2)[C:18]2[C:13](=[CH:14][CH:15]=[C:16]([CH3:19])[CH:17]=2)[N:12]([CH2:20][CH3:21])[C:11]1=[O:22])(=O)C1C=CC=CC=1.O.[OH-].[K+].C(O)(=O)C>CO>[CH2:20]([N:12]1[C:13]2[C:18](=[CH:17][C:16]([CH3:19])=[CH:15][CH:14]=2)[C:10]([OH:9])([CH2:23][C:24]2[CH:29]=[C:28]([O:30][CH3:31])[C:27]([O:32][CH3:33])=[C:26]([O:34][CH3:35])[CH:25]=2)[C:11]1=[O:22])[CH3:21] |f:2.3|. Reported procedure: Alternative route: To an oven dried Biotage microwave vial cooled under argon was added 1-ethyl-5-methyl-2-oxo-3-(3,4,5-trimethoxybenzyl)indolin-3-yl benzoate (0.053 grams, 0.11 mmol). This was taken up in 0.6 mL of methanol, 0.6 mL of deionized water. A solution of KOH (223 μl, 2.0M in water) was added and the sealed vial was placed in the microwave and heated to 130° C. for 12 minutes, and 18 minutes at 140° C. Upon cooling the solution was neutralized with a stoichiometric amount of glacial a... Yields the product CC(CNC=1N(N=C(C1N)C)C)(C)C (N(3)-(2,2-Dimethyl-propyl)-2,5-dimethyl-2H-pyrazole-3,4-diamine). The reagents and catalysts are [Pd] (Pd/C). As a reaction SMILES: [CH3:1][N:2]1[C:6]([NH:7][CH2:8][C:9]([CH3:12])([CH3:11])[CH3:10])=[C:5]([N:13]=O)[C:4]([CH3:15])=[N:3]1.[K+].[Br-]>[Pd].CCOC(C)=O>[CH3:10][C:9]([CH3:12])([CH3:11])[CH2:8][NH:7][C:6]1[N:2]([CH3:1])[N:3]=[C:4]([CH3:15])[C:5]=1[NH2:13] |f:1.2|. Procedure details: (2,5-Dimethyl-4-nitroso-2H-pyrazol-3-yl)-(2,2-dimethyl-propyl)-amine (3.44 g, 16.36 mmol), 400 mg of 10% Pd/C and 60 mL EtOAc were placed under a balloon of H2 and stirred at 23° C. After 4 h, the reaction mixture was filtered through Celite and evaporated to an orange oil. Flash chromatography on silica gel, eluting with CHCl3/MeOH (20/1), gave a yellow solid. Recrystallization from hot hexanes/EtOAc gave 2.86 g (14.57 mmol, an 89% yield) of the tidle compound as an off-white crystalline solid.... Starting materials: CN1N=C(C(=C1NCC(C)(C)C)N=O)C ((2,5-Dimethyl-4-nitroso-2H-pyrazol-3-yl)-(2,2-dimethyl-propyl)-amine), 1378m, 2952s, 2903w, 1495m, 1316m, 1477m, 1528m, compound, [K+].[Br-] (KBr), 1599m. Conditions: temperature 23 celsius, time 4 hour. The yield is 89.0%. Run in CCOC(=O)C (EtOAc). Starting materials: C1CCC2=NCCCN2CC1 (DBU), N-(2-mercaptoethyl)aminoethyl polystyrene, C1=CC=CC=2C3=CC=CC=C3C(C12)COC(=O)N1C[C@@H](C[C@@H](C1)NC(CC1=CC=CC=C1)=O)C(N(C=1C=CC2=C(N(C(C(O2)(C)C)=O)CCCOC)C1)C1CC1)=O ((3R,5S)-3-{Cyclopropyl-[4-(3-methoxy-propyl)-2,2-dimethyl-3-oxo-3,4-dihydro-2H-benzo-[1,4]oxazin-6-yl]-carbamoyl}-5-phenylacetylamino-piperidine-1-carboxylic acid 9H-fluoren-9-ylmethyl ester), Cl.CCOC(=O)C (HCl AcOEt), C1(=CC=CC=C1)CC(=O)Cl (phenylacetyl chloride), C(C)(C)N(CC)C(C)C (diisopropyl ethyl amine). Reaction conditions: time 40 minute. Yields the product C1(CC1)N(C(=O)[C@H]1CNC[C@H](C1)NC(CC1=CC=CC=C1)=O)C=1C=CC2=C(N(C(C(O2)(C)C)=O)CCCOC)C1 ((3R,5S)-5-Phenylacetylamino-piperidine-3-carboxylic acid cyclopropyl-[4-(3-methoxy-propyl)-2,2-dimethyl-3-oxo-3,4-dihydro-2H-benzo[1,4]oxazin-6-yl]-amide). As a reaction SMILES: C1C2C(COC([N:18]3[CH2:23][C@@H:22]([NH:24][C:25](=[O:33])[CH2:26][C:27]4[CH:32]=[CH:31][CH:30]=[CH:29][CH:28]=4)[CH2:21][C@@H:20]([C:34](=[O:57])[N:35]([CH:54]4[CH2:56][CH2:55]4)[C:36]4[CH:37]=[CH:38][C:39]5[O:44][C:43]([CH3:46])([CH3:45])[C:42](=[O:47])[N:41]([CH2:48][CH2:49][CH2:50][O:51][CH3:52])[C:40]=5[CH:53]=4)[CH2:19]3)=O)C3C(=CC=CC=3)C=2C=CC=1.Cl.CCOC(C)=O.C1(CC(Cl)=O)C=CC=CC=1.C(N(C(C)C)CC)(C)C.C1CCN2C(=NCCC2)CC1>>[CH:54]1([N:35]([C:36]2[CH:37]=[CH:38][C:39]3[O:44][C:43]([CH3:46])([CH3:45])[C:42](=[O:47])[N:41]([CH2:48][CH2:49][CH2:50][O:51][CH3:52])[C:40]=3[CH:53]=2)[C:34]([C@@H:20]2[CH2:21][C@H:22]([NH:24][C:25](=[O:33])[CH2:26][C:27]3[CH:28]=[CH:29][CH:30]=[CH:31][CH:32]=3)[CH2:23][NH:18][CH2:19]2)=[O:57])[CH2:56][CH2:55]1 |f:1.2|. Reported procedure: (3R,5S)-3-{Cyclopropyl-[4-(3-methoxy-propyl)-2,2-dimethyl-3-oxo-3,4-dihydro-2H-benzo-[1,4]oxazin-6-yl]-carbamoyl}-5-phenylacetylamino-piperidine-1-carboxylic acid 9H-fluoren-9-ylmethyl ester (90 mg, 0.12 mmol) is treated with 4N HCl/AcOEt (2 mL) at r.t. for 1 hr, then evaporated. The evaporated residue is dissolved in CH2Cl2 (1 mL). To the solution is added phenylacetyl chloride (20.4 mg, 0.132 mmol) and diisopropyl ethyl amine (32 mg, 0.264 mmol) at 0° C. and stirred for 40 min. After adding 1N... Starting materials: chalcones, 7b, 7d, 7f, Cl (HCl), C1(=CC=CC=C1)C=CC(=O)C1=CC=CC=C1 (chalcone), CO (methanol). Run at time 30 hour. Yields the product O1C(CC(=O)C2=CC=CC=C12)C1=CC=CC=C1 (flavanone). As a reaction SMILES: Cl.[C:2]1([CH:8]=[CH:9][C:10]([C:12]2[CH:17]=[CH:16][CH:15]=[CH:14][CH:13]=2)=[O:11])[CH:7]=[CH:6][CH:5]=[CH:4][CH:3]=1.C[OH:19]>>[O:11]1[C:3]2[C:2](=[CH:7][CH:6]=[CH:5][CH:4]=2)[C:8](=[O:19])[CH2:9][CH:10]1[C:12]1[CH:17]=[CH:16][CH:15]=[CH:14][CH:13]=1. Procedure details: General procedure C for deprotection of the MOM group from chalcones to synthesize 7b, 7d, 7f. Concd HCl (0.25 mL/MOM group) was added to a solution of chalcone (1 mmol) in methanol (10 mL) at room temperature and the reaction mixture was stirred for 24-36 h until disappearance of starting material. The solvent was evaporated under reduced pressure and the residue was column chromatographed eluting with 25% ethyl acetate in hexanes to afford flavanone in high yield. Reported procedure: Following the procedure of Example 52, 2-benzyloxy-5-bromo-7-(piperidin-1-yl)-benzo[de]isoquinoline-1,3-dione (0.090 g, 0.19 mmol, from Example T1-B), and a 1.0 M solution of boron tris(trifluoroacetate) in TFA (2 mL) were reacted to give 0.020 g of the title compound as the trifluoroacetate salt, mp 134-136° C. Yields the product BrC=1C=C2C3=C(C(N(C(C3=CC=C2N2CCCCC2)=O)O)=O)C1 (5-Bromo-2-hydroxy-7-(piperidin-1-yl)-benzo[de]isoquinoline-1,3-dione). Reactants: solution, FC(C(=O)[O-])(F)F.FC(C(=O)[O-])(F)F.FC(C(=O)[O-])(F)F.[B+3] (boron tris(trifluoroacetate)), C(C1=CC=CC=C1)ON1C(C2=CC=C(C=3C2=C(C1=O)C=C(C3)Br)N3CCCCC3)=O (2-benzyloxy-5-bromo-7-(piperidin-1-yl)-benzo[de]isoquinoline-1,3-dione), FC(C(=O)[O-])(F)F (trifluoroacetate). Yield: 28.1%. RXN SMILES: C([O:8][N:9]1[C:18](=[O:19])[C:17]2[CH:20]=[C:21]([Br:23])[CH:22]=[C:15]3[C:16]=2[C:11](=[CH:12][CH:13]=[C:14]3[N:24]2[CH2:29][CH2:28][CH2:27][CH2:26][CH2:25]2)[C:10]1=[O:30])C1C=CC=CC=1.FC(F)(F)C([O-])=O.FC(F)(F)C([O-])=O.FC(F)(F)C([O-])=O.[B+3].FC(F)(F)C([O-])=O>C(O)(C(F)(F)F)=O>[Br:23][C:21]1[CH:22]=[C:15]2[C:14]([N:24]3[CH2:29][CH2:28][CH2:27][CH2:26][CH2:25]3)=[CH:13][CH:12]=[C:11]3[C:16]2=[C:17]([CH:20]=1)[C:18](=[O:19])[N:9]([OH:8])[C:10]3=[O:30] |f:1.2.3.4|. The solvent is C(=O)(C(F)(F)F)O (TFA). Starting materials: N[C@H]1[C@@H]2N(C(=C(CS2)\C=C/2\C(=C(C(O2)=O)C)OC)C(=O)OC(C2=CC=CC=C2)C2=CC=CC=C2)C1=O (diphenylmethyl 7β-amino-3-(Z-2,5-dihydro-4-methoxy-3-methyl-2-oxofuran-5-ylidenemethyl)ceph-3-em-4-carboxylate), CS(=O)(=O)Cl (methanesulphonyl chloride), C(C1=CC=CC=C1)(C1=CC=CC=C1)(C1=CC=CC=C1)NC=1SC=C(N1)/C(/C(=O)[O-])=N/OC(C1=CC=CC=C1)(C1=CC=CC=C1)C1=CC=CC=C1.[Na+] (Sodium 2-(2-tritylaminothiazol-4-yl)-2-Z-trityloxyiminoacetate). Solvent: CN(C)C=O (DMF), CN(C)C=O (DMF), C(C)(=O)OCC (ethl acetate). Run at temperature -15 celsius, time 1 hour. Yields the product NC=1SC=C(N1)/C(/C(=O)N[C@H]1[C@@H]2N(C(=C(CS2)\C=C/2\C(=C(C(O2)=O)C)OC)C(=O)O)C1=O)=N/O (7β-[2-(2-Aminothiazol-4-yl)-2-Z-hydroxyiminoacetamido]-3-(Z-2,5-dihydro-4-methoxy-3-methyl-2-oxofuran-5-ylidenemethyl)ceph-3-em-4-carboxylic Acid). Isolated yield 81.0%. Reaction SMILES: C([NH:20][C:21]1[S:22][CH:23]=[C:24](/[C:26](=[N:30]/[O:31]C(C2C=CC=CC=2)(C2C=CC=CC=2)C2C=CC=CC=2)/[C:27]([O-:29])=O)[N:25]=1)(C1C=CC=CC=1)(C1C=CC=CC=1)C1C=CC=CC=1.[Na+].CS(Cl)(=O)=O.[NH2:57][C@@H:58]1[C:91](=[O:92])[N:60]2[C:61]([C:75]([O:77]C(C3C=CC=CC=3)C3C=CC=CC=3)=[O:76])=[C:62](/[CH:65]=[C:66]3/[C:67]([O:73][CH3:74])=[C:68]([CH3:72])[C:69](=[O:71])[O:70]/3)[CH2:63][S:64][C@H:59]12>CN(C=O)C.C(OCC)(=O)C>[NH2:20][C:21]1[S:22][CH:23]=[C:24](/[C:26](=[N:30]/[OH:31])/[C:27]([NH:57][C@@H:58]2[C:91](=[O:92])[N:60]3[C:61]([C:75]([OH:77])=[O:76])=[C:62](/[CH:65]=[C:66]4/[C:67]([O:73][CH3:74])=[C:68]([CH3:72])[C:69](=[O:71])[O:70]/4)[CH2:63][S:64][C@H:59]23)=[O:29])[N:25]=1 |f:0.1|. Reported procedure: Sodium 2-(2-tritylaminothiazol-4-yl)-2-Z-trityloxyiminoacetate (0.759 g), in dry DMF (5 mls) was cooled to ca -50° C. under argon. This solution was treated with methanesulphonyl chloride (0.085 mls) and allowed to warm to -15° C. A solution of diphenylmethyl 7β-amino-3-(Z-2,5-dihydro-4-methoxy-3-methyl-2-oxofuran-5-ylidenemethyl)ceph-3-em-4-carboxylate, (0.46 g) in dry DMF (5 mls) was added, and the solution allowed to reach room temperature over 1 h. The solution was diluted with ethl acetate ... Run at temperature 25 celsius, time 15 minute. Product: C(=O)C1=C(C=CC(=C1)[N+](=O)[O-])SC1=CC2=CC=CC=C2C=C1 (2-[(2-formyl-4-nitrophenyl)thio]naphthalene). Reaction SMILES: [OH-].[Na+].[CH:3]1[C:12]2[C:7](=[CH:8][CH:9]=[CH:10][CH:11]=2)[CH:6]=[CH:5][C:4]=1[SH:13].F[C:15]1[CH:22]=[CH:21][C:20]([N+:23]([O-:25])=[O:24])=[CH:19][C:16]=1[CH:17]=[O:18]>[Br-].C([N+](CCCC)(CCCC)CCCC)CCC.C1(C)C=CC=CC=1>[CH:17]([C:16]1[CH:19]=[C:20]([N+:23]([O-:25])=[O:24])[CH:21]=[CH:22][C:15]=1[S:13][C:4]1[CH:5]=[CH:6][C:7]2[C:12](=[CH:11][CH:10]=[CH:9][CH:8]=2)[CH:3]=1)=[O:18] |f:0.1,4.5|. Procedure details: A 2.5 mol/L sodium hydroxide aqueous solution (2.1 mL, 5.2 mmol) and tetrabutylammonium bromide (0.020 g, 0.061 mmol) were added to 2-naphthalenethiol (0.20 g, 1.2 mmol), followed by stirring at 25° C. for 15 minutes. A toluene (2.1 mL) solution of 2-fluoro-5-nitrobenzaldehyde (0.21 g, 1.2 mmol) was added to the reaction liquid, followed by stirring at 110° C. for 3.5 hours. The conventional post-reaction treatment was performed to give 2-[(2-formyl-4-nitrophenyl)thio]naphthalene. 2-[(2-Formyl-4... Reagents/catalysts: [Br-].C(CCC)[N+](CCCC)(CCCC)CCCC (tetrabutylammonium bromide). Run in C1(=CC=CC=C1)C (toluene). Reactants: FC1=C(C=O)C=C(C=C1)[N+](=O)[O-] (2-fluoro-5-nitrobenzaldehyde), [OH-].[Na+] (sodium hydroxide), C1=C(C=CC2=CC=CC=C12)S (2-naphthalenethiol). The reactants are C(CCC)C=1N(C(N(N1)C(C)C)=O)CC1=CC=C(C=C1)C1=C(C=CC=C1)S(NC(C)(C)C)(=O)=O (5-n-butyl-4-[[2'-(N-t-butylsulfamoyl)biphenyl-4-yl]methyl]-2,4-dihydro-2-isopropyl-3H-1,2,4-triazol-3-one). Reagents/catalysts: C1(=CC=CC=C1)OC (Anisole). Solvent: FC(C(=O)O)(F)F (trifluoroacetic acid). Run at time 24 hour. Yields the product C(CCC)C=1N(C(N(N1)C(C)C)=O)CC1=CC=C(C=C1)C1=C(C=CC=C1)S(N)(=O)=O (5-n-Butyl-2,4-dihydro-2-isopropyl-4-[(2'-sulfamoylbiphenyl-4-yl)methyl]-3H-1,2,4-triazol-3-one). The yield is 78.2%. As a reaction SMILES: [CH2:1]([C:5]1[N:6]([CH2:14][C:15]2[CH:20]=[CH:19][C:18]([C:21]3[CH:26]=[CH:25][CH:24]=[CH:23][C:22]=3[S:27](=[O:34])(=[O:33])[NH:28]C(C)(C)C)=[CH:17][CH:16]=2)[C:7](=[O:13])[N:8]([CH:10]([CH3:12])[CH3:11])[N:9]=1)[CH2:2][CH2:3][CH3:4]>C1(OC)C=CC=CC=1.FC(F)(F)C(O)=O>[CH2:1]([C:5]1[N:6]([CH2:14][C:15]2[CH:20]=[CH:19][C:18]([C:21]3[CH:26]=[CH:25][CH:24]=[CH:23][C:22]=3[S:27](=[O:33])(=[O:34])[NH2:28])=[CH:17][CH:16]=2)[C:7](=[O:13])[N:8]([CH:10]([CH3:11])[CH3:12])[N:9]=1)[CH2:2][CH2:3][CH3:4]. Procedure details: Anisole (2 drops) was added to a solution of 5-n-butyl-4-[[2'-(N-t-butylsulfamoyl)biphenyl-4-yl]methyl]-2,4-dihydro-2-isopropyl-3H-1,2,4-triazol-3-one (from Step H) (97.5 mg; 0.201 mmole) in 2 ml of trifluoroacetic acid stirred under N2 at room temperature. After 24 hours, the solution was concentrated in vacuo. Chromatography of the residue on silica gel (gradient elution with 1.5 to 2% MeOH in CH2Cl2, containing 0.2% concentrated ammonium hydroxide) afforded 67.4 mg (78%) of the title compound... Starting materials: ClC1=CC=C(C(=O)Cl)C=C1 (4-chlorobenzoyl chloride), ClC1=CC=C(C=C1)CCN1CCNCC1 (1-[2-(4-chlorophenyl)-ethyl]-piperazine). Solvent: C(Cl)Cl (methylene chloride), C(Cl)Cl (methylene chloride). Conditions: time 1 hour. Product: ClC1=CC=C(C=C1)CCN1CCN(CC1)C(C1=CC=C(C=C1)Cl)=O (1-[2-(4-chlorophenyl)-ethyl]-4-(4-chlorobenzoyl)-piperazine). RXN SMILES: [Cl:1][C:2]1[CH:10]=[CH:9][C:5]([C:6](Cl)=[O:7])=[CH:4][CH:3]=1.[Cl:11][C:12]1[CH:17]=[CH:16][C:15]([CH2:18][CH2:19][N:20]2[CH2:25][CH2:24][NH:23][CH2:22][CH2:21]2)=[CH:14][CH:13]=1>C(Cl)Cl>[Cl:11][C:12]1[CH:17]=[CH:16][C:15]([CH2:18][CH2:19][N:20]2[CH2:21][CH2:22][N:23]([C:6](=[O:7])[C:5]3[CH:9]=[CH:10][C:2]([Cl:1])=[CH:3][CH:4]=3)[CH2:24][CH2:25]2)=[CH:14][CH:13]=1. Procedure: A solution of 4.65 g of 4-chlorobenzoyl chloride in 50 ml of methylene chloride is added dropwise, over a period of 10 minutes, to a solution, stirred at room temperature, of 5 g of 1-[2-(4-chlorophenyl)-ethyl]-piperazine in 75 ml of methylene chloride. The reaction mixture is heated under reflux for 5 minutes, allowed to stand at room temperature for 1 hour and then concentrated by evaporation. The residue is made into a slurry with hot acetone and, after the addition of hexane, the whole is fi... RXN SMILES: [C:1]([CH3:2])([CH3:3])([CH3:4])[c:5]1[n:6][c:7]2[c:8]([n:9]1[CH2:10][CH:11]1[CH2:12][CH2:13][O:14][CH2:15][CH2:16]1)[cH:17][cH:18][c:19]([S:21](=[O:22])(=[O:23])[Cl:24])[cH:20]2.[CH3:25][NH:26][CH2:27][CH2:28][CH:29]([CH3:30])[CH3:31].[CH3:32][N:33]([c:34]1[cH:35][cH:36][n:37][cH:38][cH:39]1)[CH3:40].[CH3:41][C:42]#[N:43]>>[C:1]([CH3:2])([CH3:3])([CH3:4])[c:5]1[n:6][c:7]2[c:8]([n:9]1[CH2:10][CH:11]1[CH2:12][CH2:13][O:14][CH2:15][CH2:16]1)[cH:17][cH:18][c:19]([S:21](=[O:22])(=[O:23])[N:26]([CH3:25])[CH2:27][CH2:28][CH:29]([CH3:30])[CH3:31])[cH:20]2. Product: CC(C)CCN(C)S(=O)(=O)c1ccc2c(c1)nc(C(C)(C)C)n2CC1CCOCC1. The reactants are CC(C)(C)c1nc2cc(S(=O)(=O)Cl)ccc2n1CC1CCOCC1, CNCCC(C)C, CN(C)c1ccncc1, CC#N.